Dataset: the Open Reaction Database (ORD), a public repository of structured organic reaction records. Task: describe an organic reaction: reactants, conditions, products, and yield Yields the product CN1N=C(C=C1CC(=O)NN)C ((2,5-Dimethyl-2H-pyrazol-3-yl)-acetic acid hydrazide). Reactants: C(C)OC(CC=1N(N=C(C1)C)C)=O ((2,5-dimethyl-2H-pyrazol-3-yl)-acetic acid ethyl ester), O.NN (hydrazine hydrate). The yield is 78.0%. Reaction SMILES: C([O:3][C:4](=O)[CH2:5][C:6]1[N:7]([CH3:12])[N:8]=[C:9]([CH3:11])[CH:10]=1)C.O.[NH2:15][NH2:16]>C(O)C>[CH3:12][N:7]1[C:6]([CH2:5][C:4]([NH:15][NH2:16])=[O:3])=[CH:10][C:9]([CH3:11])=[N:8]1 |f:1.2|. Run in C(C)O (ethanol). Procedure: As described for example 112a, (2,5-dimethyl-2H-pyrazol-3-yl)-acetic acid ethyl ester in ethanol was reacted with hydrazine hydrate (2 equivalents) at reflux for 16 h. Evaporation of all volatiles and chromatography (SiO2, dichloromethane:methanol:aq.ammonia (25%)=100:0:0 to 90:10:1) afforded the title compound as a white solid (yield: 78%). MS: m/e=169.3 [M+H]+.